This data is from the Open Reaction Database (ORD), a public repository of structured organic reaction records. The task is: describe an organic reaction: reactants, conditions, products, and yield Starting materials: C(CCC)O (normal butanol), C[C@@H]1CC[C@@]2(CC[C@]3(C(=CC[C@H]4[C@]3(C[C@H]([C@@H]5[C@@]4(C[C@H]([C@@H]([C@@]5(C)CO)O)O)C)O)C)[C@@H]2[C@H]1C)C)C(=O)O[C@H]6[C@@H]([C@H]([C@@H]([C@H](O6)CO[C@H]7[C@@H]([C@H]([C@@H]([C@H](O7)CO)O[C@H]8[C@@H]([C@@H]([C@H]([C@@H](O8)C)O)O)O)O)O)O)O)O (madecassoside), C(C)O (ethanol), O.N (ammonia water). Run in O (water). Yields the product C[C@@H]1CC[C@@]2(CC[C@@]3(C(=CC[C@H]4[C@]3(CC[C@@H]5[C@@]4(C[C@H]([C@@H]([C@@]5(C)CO)O)O)C)C)[C@@H]2[C@H]1C)C)C(=O)O[C@H]6[C@@H]([C@H]([C@@H]([C@H](O6)CO[C@H]7[C@@H]([C@H]([C@@H]([C@H](O7)CO)O[C@H]8[C@@H]([C@@H]([C@H]([C@H](O8)C)O)O)O)O)O)O)O)O (asiaticoside). Reaction SMILES: C(O)CCC.C(O)C.O.N.[CH3:11][C@H:12]1[C@H:41]([CH3:42])[C@@H:40]2[C@@:15]([C:44]([O:46][C@@H:47]3[O:52][C@H:51]([CH2:53][O:54][C@@H:55]4[O:60][C@H:59]([CH2:61][OH:62])[C@@H:58]([O:63][C@@H:64]5[O:69][C@@H:68]([CH3:70])[C@H:67]([OH:71])[C@@H:66]([OH:72])[C@H:65]5[OH:73])[C@H:57]([OH:74])[C@H:56]4[OH:75])[C@@H:50]([OH:76])[C@H:49]([OH:77])[C@H:48]3[OH:78])=[O:45])([CH2:16][CH2:17][C@:18]3([CH3:43])[C@:23]4([CH3:39])[CH2:24][C@@H:25](O)[C@H:26]5[C@@:31]([CH2:33][OH:34])([CH3:32])[C@@H:30]([OH:35])[C@H:29]([OH:36])[CH2:28][C@:27]5([CH3:37])[C@H:22]4[CH2:21][CH:20]=[C:19]32)[CH2:14][CH2:13]1>O>[CH3:11][C@H:12]1[C@H:41]([CH3:42])[C@@H:40]2[C@@:15]([C:44]([O:46][C@@H:47]3[O:52][C@H:51]([CH2:53][O:54][C@@H:55]4[O:60][C@H:59]([CH2:61][OH:62])[C@@H:58]([O:63][C@@H:64]5[O:69][C@H:68]([CH3:70])[C@H:67]([OH:71])[C@@H:66]([OH:72])[C@H:65]5[OH:73])[C@H:57]([OH:74])[C@H:56]4[OH:75])[C@@H:50]([OH:76])[C@H:49]([OH:77])[C@H:48]3[OH:78])=[O:45])([CH2:16][CH2:17][C@@:18]3([CH3:43])[C@:23]4([CH3:39])[CH2:24][CH2:25][C@H:26]5[C@@:31]([CH2:33][OH:34])([CH3:32])[C@@H:30]([OH:35])[C@H:29]([OH:36])[CH2:28][C@:27]5([CH3:37])[C@H:22]4[CH2:21][CH:20]=[C:19]32)[CH2:14][CH2:13]1 |f:2.3|. Procedure details: A silica gel (70-230 mesh) was filled in a column with a diameter of 6 cm and a length of 26 cm by using a mobile phase (normal butanol:ethanol:ammonia water:water=60:40:5:10). Thereafter, 1 g of WS-TECA was dissolved in as little amount of the mobile phase as possible and loaded thereon. The mobile phase was allowed to flow at a constant rate and fractionated in 25 ml bottles to obtain 400 mg of pure asiaticoside and madecassoside each.